Dataset: the Open Reaction Database (ORD), a public repository of structured organic reaction records. Task: describe an organic reaction: reactants, conditions, products, and yield Yields the product CC(NC(=O)c1ccccc1)C(c1ccc(O)cc1)c1ccc(O)cc1. Reactants: O=C(Cl)c1ccccc1, C1CCOC1, CC(C)OC(C)C, ClC(Cl)Cl, Cl, CC(N)C(c1ccc(O)cc1)c1ccc(O)cc1, [Na+], O=C([O-])O, O. Reaction SMILES: [C:25]([c:26]1[cH:27][cH:28][cH:29][cH:30][cH:31]1)(=[O:32])[Cl:33].[CH2:45]1[O:46][CH2:47][CH2:48][CH2:49]1.[CH:34]([O:35][CH:36]([CH3:37])[CH3:38])([CH3:39])[CH3:40].[CH:41]([Cl:42])([Cl:43])[Cl:44].[ClH:1].[NH2:2][CH:3]([CH:4]([c:5]1[cH:6][cH:7][c:8]([OH:11])[cH:9][cH:10]1)[c:12]1[cH:13][cH:14][c:15]([OH:18])[cH:16][cH:17]1)[CH3:19].[Na+:24].[O-:20][C:21]([OH:22])=[O:23].[OH2:50]>>[NH:2]([CH:3]([CH:4]([c:5]1[cH:6][cH:7][c:8]([OH:11])[cH:9][cH:10]1)[c:12]1[cH:13][cH:14][c:15]([OH:18])[cH:16][cH:17]1)[CH3:19])[C:25]([c:26]1[cH:27][cH:28][cH:29][cH:30][cH:31]1)=[O:32]. The reactants are ClC=1C=CC=2N(N1)C(=CN2)[C@@H](C)C=2C(=C1C=NN(C1=CC2F)C)F (6-Chloro-3-[(S)-1-(4,6-difluoro-1-methyl-1H-indazol-5-yl)-ethyl]-imidazo[1,2-b]pyridazine), N1C(CNCC1)=O (piperazin-2-one), ClC=1C=CC=2N(N1)C(=CN2)[C@@H](C)C=2C(=C1C=NN(C1=CC2F)C)F (6-Chloro-3-[(S)-1-(4,6-difluoro-1-methyl-1H-indazol-5-yl)-ethyl]-imidazo[1,2-b]pyridazine), [F-].[K+] (KF). The solvent is CN1CCCC1=O (NMP), CCOC(=O)C (EtOAc). Conditions: temperature 170 celsius, time 3 hour. Product: FC1=C2C=NN(C2=CC(=C1[C@H](C)C1=CN=C2N1N=C(C=C2)N2CC(NCC2)=O)F)C (4-{3-[(S)-1-(4,6-Difluoro-1-methyl-1H-indazol-5-yl)-ethyl]-imidazo[1,2-b]pyridazin-6-yl}-piperazin-2-one). RXN SMILES: Cl[C:2]1[CH:3]=[CH:4][C:5]2[N:6]([C:8]([C@H:11]([C:13]3[C:14]([F:24])=[C:15]4[C:19](=[CH:20][C:21]=3[F:22])[N:18]([CH3:23])[N:17]=[CH:16]4)[CH3:12])=[CH:9][N:10]=2)[N:7]=1.[F-].[K+].[NH:27]1[CH2:32][CH2:31][NH:30][CH2:29][C:28]1=[O:33]>CN1C(=O)CCC1.CCOC(C)=O>[F:24][C:14]1[C:13]([C@@H:11]([C:8]2[N:6]3[N:7]=[C:2]([N:30]4[CH2:31][CH2:32][NH:27][C:28](=[O:33])[CH2:29]4)[CH:3]=[CH:4][C:5]3=[N:10][CH:9]=2)[CH3:12])=[C:21]([F:22])[CH:20]=[C:19]2[C:15]=1[CH:16]=[N:17][N:18]2[CH3:23] |f:1.2|. Procedure details: 6-Chloro-3-[(S)-1-(4,6-difluoro-1-methyl-1H-indazol-5-yl)-ethyl]-imidazo[1,2-b]pyridazine (Intermediate Q, 50 mg, 0.144 mmol), KF, 42.6 mg, 0.719 mmol) and piperazin-2-one (44.5 mg, 0.431 mmol) were suspended in NMP (0.3 mL). The RM was stirred at 170° C. for 3 h. The mixture was diluted with EtOAc and washed with NaHCO3 10% (2×) and water (4×). The combined organic layers were dried over Na2SO4, filtered and concentrated. The residue was purified by flash chromatography and then crystallized in... The solvent is O (water), C(C)#N (acetonitrile), C(C)#N (acetonitrile). Procedure: to a nitrogen purged 1-L round bottom flask equipped with a mechanical stirrer, upright condenser, and thermometer was charged 3-hydroxypyridin-2(1H)-one [2,3-dihydroxypyridine] (40.0 g, 0.36 mol, 1 equiv.) [CAS No. 16867-04-2], ammonium sulfate (2.4 g, 0.02 mol, 0.05 equiv.) and acetonitrile (200 mL, 5 parts v/w). The resulting suspension was stirred at room temperature. Hexamethyldisilazane (116.2 g, 0.72 mol, 2 equiv.) is added dropwise. The resulting suspension was heated to reflux for 4 hou... Yields the product ClC1=CC=C(CN2C(C(=CC=C2)O)=O)C=C1 (1-(4-chlorobenzyl)-3-hydroxypyridin-2(1H)-one). Isolated yield 74.8%. Reactants: [I-].[K+] (Potassium iodide), C[Si](N[Si](C)(C)C)(C)C (Hexamethyldisilazane), OC=1C(NC=CC1)=O (3-hydroxypyridin-2(1H)-one), ClC1=CC=C(CCl)C=C1 (4-chlorobenzyl chloride). RXN SMILES: [OH:1][C:2]1[C:3](=[O:8])[NH:4][CH:5]=[CH:6][CH:7]=1.C[Si](C)(C)N[Si](C)(C)C.[Cl:18][C:19]1[CH:26]=[CH:25][C:22]([CH2:23]Cl)=[CH:21][CH:20]=1.[I-].[K+]>C(#N)C.S([O-])([O-])(=O)=O.[NH4+].[NH4+].O>[Cl:18][C:19]1[CH:26]=[CH:25][C:22]([CH2:23][N:4]2[CH:5]=[CH:6][CH:7]=[C:2]([OH:1])[C:3]2=[O:8])=[CH:21][CH:20]=1 |f:3.4,6.7.8|. Run at time 2 hour. Reagents/catalysts: S(=O)(=O)([O-])[O-].[NH4+].[NH4+] (ammonium sulfate). As a reaction SMILES: [CH3:1][N:2]([CH3:13])[CH2:3][C:4]([CH3:12])([CH3:11])[CH2:5][NH:6][C:7](=[O:10])[CH:8]=[CH2:9].[CH3:14][Cl:15]>O>[Cl-:15].[C:7]([NH:6][CH2:5][C:4]([CH3:12])([CH3:11])[CH2:3][N+:2]([CH3:14])([CH3:1])[CH3:13])(=[O:10])[CH:8]=[CH2:9] |f:3.4|. The solvent is O (water). The reactants are CN(CC(CNC(C=C)=O)(C)C)C (N-(3-dimethylamino-2,2-dimethylpropyl)-acrylamide), CCl (methyl chloride). The product is [Cl-].C(C=C)(=O)NCC(C[N+](C)(C)C)(C)C ((3-acrylamido-2,2-dimethylpropyl)-trimethylammonium chloride). Procedure details: Into a vigorously stirred 80° C. solution of 376 g N-(3-dimethylamino-2,2-dimethylpropyl)-acrylamide (TEMAPA of Example 1) in 320 g water, there was introduced over a period of 3.5 hours under a working pressure of 0.4 bar 103 g methyl chloride. An aqueous solution of the quaternary product was obtained. Reactants: CCOC(C)=O, CC(C)(C)N(C(=O)[O-])C1(C(=O)Nn2cccc2)CCCC1, CC(C)O, Cl. The product is Cl, NC1(C(=O)Nn2cccc2)CCCC1. RXN SMILES: [C:27]([O:28][CH2:29][CH3:30])(=[O:31])[CH3:32].[CH3:1][C:2]([N:5]([C:3](=[O:4])[O-:6])[C:9]1([C:14](=[O:15])[NH:16][n:17]2[cH:18][cH:19][cH:20][cH:21]2)[CH2:10][CH2:11][CH2:12][CH2:13]1)([CH3:7])[CH3:8].[CH:23]([OH:24])([CH3:25])[CH3:26].[ClH:22]>>[ClH:22].[NH2:5][C:9]1([C:14](=[O:15])[NH:16][n:17]2[cH:18][cH:19][cH:20][cH:21]2)[CH2:10][CH2:11][CH2:12][CH2:13]1. Reactants: C(C)(C)(C)OC(CN(C1CC2=CC=CC=C2C1)C([C@@H](N[C@@H](CCC1=CC=CC=C1)C(=O)OCC)C)=O)=O (N-[1-(S)-ethoxycarbonyl-3-phenylpropyl]-L-alanyl-N-(indan-2-yl)glycine tert-butyl ester), Br (hydrobromic acid). The solvent is C(C)(=O)O (acetic acid), C(C)(=O)O (acetic acid). Conditions: time 10 minute. The product is Br.C(C)OC(=O)[C@H](CCC1=CC=CC=C1)N[C@@H](C)C(=O)N(CC(=O)O)C1CC2=CC=CC=C2C1 (N-[1-(S)-ethoxycarbonyl-3-phenylpropyl]-L-alanyl-N-(indan-2-yl)glycine hydrobromide). RXN SMILES: C([O:5][C:6](=[O:37])[CH2:7][N:8]([C:18](=[O:36])[C@H:19]([CH3:35])[NH:20][C@H:21]([C:30]([O:32][CH2:33][CH3:34])=[O:31])[CH2:22][CH2:23][C:24]1[CH:29]=[CH:28][CH:27]=[CH:26][CH:25]=1)[CH:9]1[CH2:17][C:16]2[C:11](=[CH:12][CH:13]=[CH:14][CH:15]=2)[CH2:10]1)(C)(C)C.[BrH:38]>C(O)(=O)C>[BrH:38].[CH2:33]([O:32][C:30]([C@@H:21]([NH:20][C@H:19]([C:18]([N:8]([CH:9]1[CH2:10][C:11]2[C:16](=[CH:15][CH:14]=[CH:13][CH:12]=2)[CH2:17]1)[CH2:7][C:6]([OH:37])=[O:5])=[O:36])[CH3:35])[CH2:22][CH2:23][C:24]1[CH:25]=[CH:26][CH:27]=[CH:28][CH:29]=1)=[O:31])[CH3:34] |f:3.4|. Procedure: 5 g of N-[1-(S)-ethoxycarbonyl-3-phenylpropyl]-L-alanyl-N-(indan-2-yl)glycine tert-butyl ester obtained in Example 3 is dissolved in 5 ml of acetic acid, 20 ml of 25% hydrobromic acid in acetic acid is added to the solution, and the mixture is shaken for 10 minutes. The crystals which precipitate on addition of 300 ml of ethyl ether are collected by filtration to give 5 g of N-[1-(S)-ethoxycarbonyl-3-phenylpropyl]-L-alanyl-N-(indan-2-yl)glycine hydrobromide as colorless crystals melting at 180°-... The reactants are FC1=CC=C(C=C1)C1=C(N(N=N1)C)CO ([5-(4-fluoro-phenyl)-3-methyl-3H-[1,2,3]triazol-4-yl]-methanol), OC1=CC2=C(C=N1)C(N(C2)C(C)C)=O (6-hydroxy-2-isopropyl-1H-pyrrolo[3,4-c]pyridin-3(2H)-one), C1(=CC=CC=C1)P(C1=CC=CC=C1)C1=CC=CC=C1 (triphenylphosphine), N(=NC(=O)OCC)C(=O)OCC (diethyl azodicarboxylate). The solvent is C1CCOC1 (THF). Run at time 72 hour. Yields the product FC1=CC=C(C=C1)C=1N=NN(C1COC1=CC2=C(C=N1)C(N(C2)C(C)C)=O)C (6-((4-(4-Fluorophenyl)-1-methyl-1H-1,2,3-triazol-5-yl)methoxy)-2-isopropyl-1H-pyrrolo[3,4-c]pyridin-3(2H)-one). The yield is 18.9%. Reaction SMILES: [F:1][C:2]1[CH:7]=[CH:6][C:5]([C:8]2[N:12]=[N:11][N:10]([CH3:13])[C:9]=2[CH2:14][OH:15])=[CH:4][CH:3]=1.O[C:17]1[N:22]=[CH:21][C:20]2[C:23](=[O:29])[N:24]([CH:26]([CH3:28])[CH3:27])[CH2:25][C:19]=2[CH:18]=1.C1(P(C2C=CC=CC=2)C2C=CC=CC=2)C=CC=CC=1.N(C(OCC)=O)=NC(OCC)=O>C1COCC1>[F:1][C:2]1[CH:3]=[CH:4][C:5]([C:8]2[N:12]=[N:11][N:10]([CH3:13])[C:9]=2[CH2:14][O:15][C:17]2[N:22]=[CH:21][C:20]3[C:23](=[O:29])[N:24]([CH:26]([CH3:27])[CH3:28])[CH2:25][C:19]=3[CH:18]=2)=[CH:6][CH:7]=1. Procedure: To a solution of [5-(4-fluoro-phenyl)-3-methyl-3H-[1,2,3]triazol-4-yl]-methanol (251 mg, 1.21 mmol) in THF (30 mL) was added 6-hydroxy-2-isopropyl-1H-pyrrolo[3,4-c]pyridin-3(2H)-one (232 mg, 1.21 mmol) and triphenylphosphine (413 mg, 1.58 mmol) at ambient temperature under an argon atmosphere. Then diethyl azodicarboxylate (624 μL, 1.58 mmol) was added and the reaction mixture was stirred for 72 h at room temperature. Concentration and purification by chromatography (silica, 20 to 50% ethyl acet...